From a dataset of the Open Reaction Database (ORD), a public repository of structured organic reaction records. describe an organic reaction: reactants, conditions, products, and yield The reactants are CC(C)(C)c1ccc(COc2cccc(C(=O)Nc3ccccc3S(N)(=O)=O)c2)cc1, O=C(Cl)C=Cc1ccccc1, CN(C)c1ccncc1, C1CCOC1. Product: CC(C)(C)c1ccc(COc2cccc(C(=O)Nc3ccccc3S(=O)(=O)NC(=O)C=Cc3ccccc3)c2)cc1. As a reaction SMILES: [C:12]([CH3:13])([CH3:14])([CH3:15])[c:16]1[cH:17][cH:18][c:19]([CH2:20][O:21][c:22]2[cH:23][c:24]([C:25](=[O:26])[NH:27][c:28]3[c:29]([S:34]([NH2:35])(=[O:36])=[O:37])[cH:30][cH:31][cH:32][cH:33]3)[cH:38][cH:39][cH:40]2)[cH:41][cH:42]1.[C:1]([CH:2]=[CH:3][c:4]1[cH:5][cH:6][cH:7][cH:8][cH:9]1)(=[O:10])[Cl:11].[CH3:43][N:44]([CH3:45])[c:46]1[cH:47][cH:48][n:49][cH:50][cH:51]1.[O:52]1[CH2:53][CH2:54][CH2:55][CH2:56]1>>[C:1]([CH:2]=[CH:3][c:4]1[cH:5][cH:6][cH:7][cH:8][cH:9]1)(=[O:10])[NH:35][S:34]([c:29]1[c:28]([NH:27][C:25]([c:24]2[cH:23][c:22]([O:21][CH2:20][c:19]3[cH:18][cH:17][c:16]([C:12]([CH3:13])([CH3:14])[CH3:15])[cH:42][cH:41]3)[cH:40][cH:39][cH:38]2)=[O:26])[cH:33][cH:32][cH:31][cH:30]1)(=[O:36])=[O:37]. The reactants are ClC1=C(C=O)C=CC(=C1)Cl (2,4-dichlorobenzaldehyde), ClC1=CC=C(CC=2OCC(N2)(C)C)C=C1 (2-(4-chlorobenzyl)-4,4-dimethyl-2-oxazoline), S([O-])(O)(=O)=O.[Na+] (sodium bisulphate), CN1C(CCC1)=O (1-methyl-2-pyrrolidinone). Solvent: C=1(C(=CC=CC1)C)C (xylene), O (water). The product is ClC1=CC=C2C=C(C(NC2=C1)=O)C1=CC=C(C=C1)Cl (7-Chloro-3-(4-chlorophenyl)-1,2-dihydro-2-oxoquinoline). RXN SMILES: Cl[C:2]1[CH:9]=[C:8]([Cl:10])[CH:7]=[CH:6][C:3]=1[CH:4]=O.[Cl:11][C:12]1[CH:25]=[CH:24][C:15]([CH2:16][C:17]2[O:18]CC(C)(C)[N:21]=2)=[CH:14][CH:13]=1.S(=O)(=O)(O)[O-].[Na+].CN1CCCC1=O>O.C1(C)C(C)=CC=CC=1>[Cl:10][C:8]1[CH:9]=[C:2]2[C:3]([CH:4]=[C:16]([C:15]3[CH:24]=[CH:25][C:12]([Cl:11])=[CH:13][CH:14]=3)[C:17](=[O:18])[NH:21]2)=[CH:6][CH:7]=1 |f:2.3|. Procedure details: 17.5 g of 2,4-dichlorobenzaldehyde, 22.4 g of 2-(4-chlorobenzyl)-4,4-dimethyl-2-oxazoline, 1 g of sodium bisulphate, 50 ml of 1-methyl-2-pyrrolidinone and 30 ml of xylene are heated at a bath temperature of 170° to 220° C., using a water separator, until 3.2 ml of water and 20 ml of xylene have been separated off. After cooling the reaction mixture, methanol is added and the title compound (m.>300° C.) is collected by filtration (yield: 24.8 g). Yields the product C1(CCCCC1)C1=NN=C2N1C1=C(N=C2)NC=C1 (1-cyclohexyl-6H-pyrrolo[2,3-e][1,2,4]triazolo[4,3-a]pyrazine). Procedure: To a solution of 5-(4-tert-butylphenylsulfonyl)-2-hydrazinyl-5H-pyrrolo[2,3-b]pyrazine (0.39 g, 1.1 mmol; Preparation #3) and DIEA (0.20 mL, 1.1 mmol) in 1,4-dioxane (12 mL) at about 0° C. was added cyclohexanecarbonyl chloride (0.17 g, 1.1 mmol). The reaction was then warmed to ambient temperature for about 1 h. SOCl2 (0.41 mL, 5.6 mmol) was added and the reaction was heated to about 90° C. for about 1 h. The reaction was cooled to ambient temperature and aqueous Na2CO3 (2 M, 12 mL, 24 mmol) wa... Starting materials: O=S(Cl)Cl (SOCl2), C(=O)([O-])[O-].[Na+].[Na+] (Na2CO3), C(C)(C)(C)C1=CC=C(C=C1)S(=O)(=O)N1C=CC=2C1=NC=C(N2)NN (5-(4-tert-butylphenylsulfonyl)-2-hydrazinyl-5H-pyrrolo[2,3-b]pyrazine), CCN(C(C)C)C(C)C (DIEA), C1(CCCCC1)C(=O)Cl (cyclohexanecarbonyl chloride). Run in O1CCOCC1 (1,4-dioxane), O1CCOCC1 (1,4-dioxane). As a reaction SMILES: C(C1C=CC(S([N:14]2[C:18]3=[N:19][CH:20]=[C:21]([NH:23][NH2:24])[N:22]=[C:17]3[CH:16]=[CH:15]2)(=O)=O)=CC=1)(C)(C)C.CCN(C(C)C)C(C)C.[CH:34]1([C:40](Cl)=O)[CH2:39][CH2:38][CH2:37][CH2:36][CH2:35]1.O=S(Cl)Cl.C([O-])([O-])=O.[Na+].[Na+]>O1CCOCC1>[CH:34]1([C:40]2[N:22]3[C:17]4[CH:16]=[CH:15][NH:14][C:18]=4[N:19]=[CH:20][C:21]3=[N:23][N:24]=2)[CH2:39][CH2:38][CH2:37][CH2:36][CH2:35]1 |f:4.5.6|. The yield is 41.1%. Reactants: C(C)(C)(C)OC(=O)N1C=CC2=CC(=CC=C12)C(O[SiH2]C(C)(C)C)(C)C (5-(tert-Butyl-dimethyl-silanyloxymethyl)-indole-1-carboxylic acid tert-butyl ester), [Si](C)(C)(C(C)(C)C)Cl (tert-butyldimethylsilyl chloride), N1C=NC=C1 (imidazole). Run in CN(C=O)C (N, N-dimethylformamide). The product is C(C)(C)(C)[Si](OC=1C=C2C=CNC2=CC1)(C)C (5-(tert-butyl-dimethyl-silanyloxy)-1H-indole). Reaction SMILES: C(OC(N1C2[C:11](=[CH:12][C:13]([C:17](C)([CH3:24])[O:18][SiH2]C(C)(C)C)=CC=2)C=C1)=O)(C)(C)C.[Si:26](Cl)([C:29]([CH3:32])([CH3:31])[CH3:30])([CH3:28])[CH3:27].N1[CH:38]=[CH:37][N:36]=[CH:35]1>CN(C)C=O>[C:29]([Si:26]([CH3:28])([CH3:27])[O:18][C:17]1[CH:13]=[C:12]2[C:37](=[CH:38][CH:24]=1)[NH:36][CH:35]=[CH:11]2)([CH3:32])([CH3:31])[CH3:30]. Reported procedure: A solution of 5-hydroxyindole (1-3, 5.50 g, 41.3 mmol, 1 equiv), tert-butyldimethylsilyl chloride (7.47 g, 49.6 mmol, 1.20 equiv), and imidazole (7.03 g, 103 mmol, 2.50 equiv) in N, N-dimethylformamide (20 mL) was stirred at 23° C. for 20 hours. The reaction mixture was concentrated, and the residue was partitioned between ethyl acetate and water. The organic layer was washed with water (3×), then dried over magnesium sulfate and concentrated. The residue was purified by flash column chromatogra... RXN SMILES: [Cl:1][C:2]1[CH:7]=[CH:6][C:5]([C:8]2[CH:13]=[C:12]([C:14]([F:17])([F:16])[F:15])[N:11]3[N:18]=[CH:19][C:20]([C:21]([OH:23])=O)=[C:10]3[N:9]=2)=[CH:4][CH:3]=1.O[NH:25][C:26](=[NH:37])[C:27]1[CH:32]=[CH:31][C:30]([S:33](=[O:36])(=[O:35])[NH2:34])=[CH:29][CH:28]=1>>[Cl:1][C:2]1[CH:7]=[CH:6][C:5]([C:8]2[CH:13]=[C:12]([C:14]([F:17])([F:15])[F:16])[N:11]3[N:18]=[CH:19][C:20]([C:21]4[O:23][N:37]=[C:26]([C:27]5[CH:28]=[CH:29][C:30]([S:33]([NH2:34])(=[O:35])=[O:36])=[CH:31][CH:32]=5)[N:25]=4)=[C:10]3[N:9]=2)=[CH:4][CH:3]=1. Yields the product ClC1=CC=C(C=C1)C1=NC=2N(C(=C1)C(F)(F)F)N=CC2C2=NC(=NO2)C2=CC=C(C=C2)S(=O)(=O)N (4-{5-[5-(4-Chloro-phenyl)-7-trifluoromethyl-pyrazolo[1,5-a]pyrimidin-3-yl]-[1,2,4]oxadiazol-3-yl}-benzenesulfonamide). Procedure: The title compound was prepared from 5-(4-chloro-phenyl)-7-trifluoromethyl-pyrazolo[1,5-a]pyrimidine-3-carboxylic acid (example C.4) (171 mg, 0.5 mmol) and N-hydroxy-4-sulfamoyl-benzamidine [CAS-No. 4476-10-2] (161 mg, 0.75 mmol) according to general procedure II. Obtained after purification by flash chromatography (ethyl acetate/heptane) and crystallization (dichloromethane) as a yellow solid (150 mg, 58%). MS (EI) 520.0 [(M)+]; mp 296° C. Reactants: ClC1=CC=C(C=C1)C1=NC=2N(C(=C1)C(F)(F)F)N=CC2C(=O)O (5-(4-chloro-phenyl)-7-trifluoromethyl-pyrazolo[1,5-a]pyrimidine-3-carboxylic acid), ONC(C1=CC=C(C=C1)S(N)(=O)=O)=N (N-hydroxy-4-sulfamoyl-benzamidine).